This data is from the Open Reaction Database (ORD), a public repository of structured organic reaction records. The task is: describe an organic reaction: reactants, conditions, products, and yield Reactants: CC(=O)[O-], O=Cc1c[nH]c2cc(Cl)c(C(F)(F)F)cc12, C[N+](=O)[O-], [NH4+]. Yields the product O=[N+]([O-])C=Cc1c[nH]c2cc(Cl)c(C(F)(F)F)cc12. As a reaction SMILES: [CH3:2][C:3](=[O:4])[O-:5].[Cl:6][c:7]1[c:8]([C:18]([F:19])([F:20])[F:21])[cH:9][c:10]2[c:11]([CH:16]=[O:17])[cH:12][nH:13][c:14]2[cH:15]1.[N+:22](=[O:23])([O-:24])[CH3:25].[NH4+:1]>>[Cl:6][c:7]1[c:8]([C:18]([F:19])([F:20])[F:21])[cH:9][c:10]2[c:11]([CH:16]=[CH:25][N+:22](=[O:23])[O-:24])[cH:12][nH:13][c:14]2[cH:15]1. Reactants: C(C1=CC=CC=C1)OC(C1=CC=C(C=C1)N1CCNCC1)=O (4-piperazin-1-yl-benzoic acid benzyl ester), ClC1=NC=C(C(=O)NC2=C(C=C(C=C2)OC)C)C=C1 (6-chloro-N-(4-methoxy-2-methyl-phenyl)-nicotinamide), C1(=CC=CC=C1)NC(=O)C=1C=CC(=NC1)N1CCN(CC1)C1=CC=C(C(=O)O)C=C1 (4-[4-(5-phenylcarbamoyl-pyridin-2-yl)-piperazin-1-yl]-benzoic acid). The product is COC1=CC(=C(C=C1)NC(=O)C=1C=CC(=NC1)N1CCN(CC1)C1=CC=C(C(=O)O)C=C1)C (4-{4-[5-(4-Methoxy-2-methyl-phenylcarbamoyl)-pyridin-2-yl}-piperazin-1-yl]-benzoic acid). Reaction SMILES: C([O:8][C:9](=[O:22])[C:10]1[CH:15]=[CH:14][C:13]([N:16]2[CH2:21][CH2:20][NH:19][CH2:18][CH2:17]2)=[CH:12][CH:11]=1)C1C=CC=CC=1.Cl[C:24]1[CH:41]=[CH:40][C:27]([C:28]([NH:30][C:31]2[CH:36]=[CH:35][C:34]([O:37][CH3:38])=[CH:33][C:32]=2[CH3:39])=[O:29])=[CH:26][N:25]=1.C1(NC(C2C=CC(N3CCN(C4C=CC(C(O)=O)=CC=4)CC3)=NC=2)=O)C=CC=CC=1>>[CH3:38][O:37][C:34]1[CH:35]=[CH:36][C:31]([NH:30][C:28]([C:27]2[CH:40]=[CH:41][C:24]([N:19]3[CH2:18][CH2:17][N:16]([C:13]4[CH:12]=[CH:11][C:10]([C:9]([OH:8])=[O:22])=[CH:15][CH:14]=4)[CH2:21][CH2:20]3)=[N:25][CH:26]=2)=[O:29])=[C:32]([CH3:39])[CH:33]=1. Procedure details: 4-{4-[5-(4-Methoxy-2-methyl-phenylcarbamoyl)-pyridin-2-yl}-piperazin-1-yl]-benzoic acid was prepared from 4-piperazin-1-yl-benzoic acid benzyl ester and 6-chloro-N-(4-methoxy-2-methyl-phenyl)-nicotinamide with a method similar to the one described in the synthesis of 4-[4-(5-phenylcarbamoyl-pyridin-2-yl)-piperazin-1-yl]-benzoic acid above. HRMS m/z calcd for C25H26N4O4 [M+H]+: 447.2027. Found: 447.2027. Starting materials: ClCCl, CCCCCCCCC(CO)CCCCCC, [K+], O=[Mn](=O)(=O)[O-], O, O=S(=O)(O)O. Yields the product CCCCCCCCC(CCCCCC)C(=O)O. Reaction SMILES: [CH2:30]([Cl:31])[Cl:32].[CH2:6]([CH2:7][CH2:8][CH2:9][CH2:10][CH3:11])[CH:12]([CH2:13][OH:14])[CH2:15][CH2:16][CH2:17][CH2:18][CH2:19][CH2:20][CH2:21][CH3:22].[K+:28].[Mn:23](=[O:24])([O-:25])(=[O:26])=[O:27].[OH2:29].[S:1](=[O:2])(=[O:3])([OH:4])[OH:5]>>[CH2:6]([CH2:7][CH2:8][CH2:9][CH2:10][CH3:11])[CH:12]([C:13](=[O:14])[OH:24])[CH2:15][CH2:16][CH2:17][CH2:18][CH2:19][CH2:20][CH2:21][CH3:22]. Reactants: C(CO)O (ethylene glycol), C(=O)([O-])[O-].[K+].[K+] (K2CO3), IC1=C(N=C(N1)C1=CC=CC=C1)C1=CC=C(C#N)C=C1 (4-(5-iodo-2-phenyl-1H-imidazol-4-yl)benzonitrile), ClC1=CC=C(C=C1)S (4-chlorobenzenethiol). Reagents/catalysts: [Cu]I (CuI). The solvent is CC(C)O (2-Propanol), CCOC(=O)C (EtOAc). Reaction conditions: temperature 80 celsius. Product: ClC1=CC=C(C=C1)SC1=C(N=C(N1)C1=CC=CC=C1)C1=CC=C(C#N)C=C1 (4-{5-[(4-Chlorophenyl)thio]-2-phenyl-1H-imidazol-4-yl}benzonitrile). RXN SMILES: C([O-])([O-])=O.[K+].[K+].I[C:8]1[NH:12][C:11]([C:13]2[CH:18]=[CH:17][CH:16]=[CH:15][CH:14]=2)=[N:10][C:9]=1[C:19]1[CH:26]=[CH:25][C:22]([C:23]#[N:24])=[CH:21][CH:20]=1.[Cl:27][C:28]1[CH:33]=[CH:32][C:31]([SH:34])=[CH:30][CH:29]=1.C(O)CO>CCOC(C)=O.[Cu]I.CC(O)C>[Cl:27][C:28]1[CH:33]=[CH:32][C:31]([S:34][C:8]2[NH:12][C:11]([C:13]3[CH:18]=[CH:17][CH:16]=[CH:15][CH:14]=3)=[N:10][C:9]=2[C:19]2[CH:26]=[CH:25][C:22]([C:23]#[N:24])=[CH:21][CH:20]=2)=[CH:30][CH:29]=1 |f:0.1.2|. Reported procedure: CuI (20 mg, 0.104 mmol), K2CO3 (573 mg, 4.15 mmol), the product of Step 2 (770 mg, 2.0 mmol), and 4-chlorobenzenethiol (330 mg, 2.2 mmol) were added to a flask, which was flushed with N2. 2-Propanol (8 mL) and ethylene glycol (0.23 mL, 4.15 mmol) were added. The reaction mixture was heated at 80° C. for 24 h. Then the reaction was diluted with EtOAc, filtered, concentrated, and the residue was subject to silica column chromatography (5-25% EtOAc in hexanes) to give the title compound. 1H NMR (50... Reactants: [H-].[Na+] (NaH), N1C=CC2=CC=CC=C12 (indole), [H-].[Na+] (NaH), BrCCCl (1-bromo 2-chloroethane), O (water). Run in CCCCC (pentane), CN(C)C=O (DMF). Conditions: time 30 minute. The product is ClCCN1C=CC2=CC=CC=C12 (1-(2-chloroethyl)indole). The yield is 80.0%. RXN SMILES: [H-].[Na+].[NH:3]1[C:11]2[C:6](=[CH:7][CH:8]=[CH:9][CH:10]=2)[CH:5]=[CH:4]1.Br[CH2:13][CH2:14][Cl:15].O>CCCCC.CN(C=O)C>[Cl:15][CH2:14][CH2:13][N:3]1[C:11]2[C:6](=[CH:7][CH:8]=[CH:9][CH:10]=2)[CH:5]=[CH:4]1 |f:0.1|. Procedure: NaH (0.253 g; 0.11 mole of 60% NaH in suspension in mineral oil, previously washed with pentane) is added to a solution of indole (1.17 g; 0.1 mole) in 10 mL of DMF placed under a nitrogen atmosphere, then the reaction mixture is stirred for 30 minutes at ambient temperature. 1-bromo 2-chloroethane is then added. After reaction for 2 hours, the reaction mixture is treated by the slow addition of water and extracted with ethyl acetate. The organic phase is washed with water then with a saturated ... Reactants: Cl (HCl), ClC1=C(C=CC(=C1)F)/C(=C(/C=1C=C2C=NN(C2=CC1)C1OCCCC1)\C1=CC=C(C=C1)/C=C/C(=O)O)/CC ((E)-3-(4-((E)-2-(2-chloro-4-fluorophenyl)-1-(1-(tetrahydro-2H-pyran-2-yl)-1H-indazol-5-yl)but-1-en-1-yl)phenyl)acrylic acid), ClC1=C(C=CC(=C1)F)/C(=C(/C=1C=C2C=NN(C2=CC1)C1OCCCC1)\C1=CC=C(C=C1)/C=C/C(=O)O)/CC ((E)-3-(4-((E)-2-(2-chloro-4-fluorophenyl)-1-(1-(tetrahydro-2H-pyran-2-yl)-1H-indazol-5-yl)but-1-en-1-yl)phenyl)acrylic acid), CS(=O)(=O)N (methane sulfonamide), C(CCl)Cl (EDC). Reagents/catalysts: CN(C)C=1C=CN=CC1 (DMAP). Run in CCO (EtOH), C1CCOC1 (THF), O (water). Reaction conditions: time 8 hour. The product is ClC1=C(C=CC(=C1)F)/C(=C(/C=1C=C2C=NNC2=CC1)\C1=CC=C(C=C1)/C=C/C(=O)NS(=O)(=O)C)/CC ((E)-3-(4-((E)-2-(2-Chloro-4-fluorophenyl)-1-(1H-indazol-5-yl)but-1-en-1-yl)phenyl)-N-(methylsulfonyl)acrylamide). As a reaction SMILES: [Cl:1][C:2]1[CH:7]=[C:6]([F:8])[CH:5]=[CH:4][C:3]=1/[C:9](/[CH2:37][CH3:38])=[C:10](\[C:26]1[CH:31]=[CH:30][C:29](/[CH:32]=[CH:33]/[C:34]([OH:36])=O)=[CH:28][CH:27]=1)/[C:11]1[CH:12]=[C:13]2[C:17](=[CH:18][CH:19]=1)[N:16](C1CCCCO1)[N:15]=[CH:14]2.[CH3:39][S:40]([NH2:43])(=[O:42])=[O:41].C(Cl)CCl.Cl>CN(C1C=CN=CC=1)C.C1COCC1.CCO.O>[Cl:1][C:2]1[CH:7]=[C:6]([F:8])[CH:5]=[CH:4][C:3]=1/[C:9](/[CH2:37][CH3:38])=[C:10](\[C:26]1[CH:31]=[CH:30][C:29](/[CH:32]=[CH:33]/[C:34]([NH:43][S:40]([CH3:39])(=[O:42])=[O:41])=[O:36])=[CH:28][CH:27]=1)/[C:11]1[CH:12]=[C:13]2[C:17](=[CH:18][CH:19]=1)[NH:16][N:15]=[CH:14]2. Reported procedure: A mixture of (E)-3-(4-((E)-2-(2-chloro-4-fluorophenyl)-1-(1-(tetrahydro-2H-pyran-2-yl)-1H-indazol-5-yl)but-1-en-1-yl)phenyl)acrylic acid (0.26 g, 0.5 mmol; Compound 407), DMAP (92 mg, 0.75 mmol), methane sulfonamide (0.19 g, 2 mmol) and EDC (0.14 g, 0.75 mmol) in THF (2.5 mL) was stirred at room temperature overnight. The reaction mixture was quenched with 1N HCl, diluted with water, and extracted with ethyl acetate (2×50 mL). The combined organic layers were concentrated to give the crude produ... Yields the product C(O[C@H]1[C@@H](C[C@@H]2[C@H]1OC(OC2)C2=CC=C(C=C2)OC)N2C(C1=CC=CC=C1C2=O)=O)(OC2=CC=CC=C2)=S (O-[(4aS,6R,7S,7aR)-6-(1,3-Dioxo-1,3-dihydro-2H-isoindol-2-yl)-2-(4-methoxyphenyl)hexahydrocyclopenta[d][1,3]dioxin-7-yl] O-phenyl thiocarbonate). Reagents/catalysts: CN(C)C=1C=CN=CC1 (DMAP). Reaction conditions: time 2 hour. Isolated yield 96.7%. Reactants: O[C@H]1[C@@H](C[C@@H]2[C@H]1OC(OC2)C2=CC=C(C=C2)OC)N2C(C1=CC=CC=C1C2=O)=O (2-[(4aS,6R,7S,7aR)-7-hydroxy-2-(4-methoxyphenyl)-hexahydrocyclopenta[d][1,3]dioxin-6-yl]-1H-isoindole-1,3(2H)-dione), C1=CC=C(C=C1)OC(=S)Cl (phenyl chlorothionoformate). Procedure: To a stirred solution of 2-[(4aS,6R,7S,7aR)-7-hydroxy-2-(4-methoxyphenyl)-hexahydrocyclopenta[d][1,3]dioxin-6-yl]-1H-isoindole-1,3(2H)-dione (1.26 g, 3.19 mmol) in DCM (150. mL) was added DMAP (1.17 g, 9.54 mmol) and phenyl chlorothionoformate (0.661 mL, 4.78 mmol) under an atmosphere of argon. After 2 h, the mixture was concentrated in vacuo and the residue was purified via silica gel chromatography eluting with a gradient of 0 to 5% EtOAc in DCM to afford the title compound as a white amorphou... Run in C(Cl)Cl (DCM). Reaction SMILES: [OH:1][C@@H:2]1[C@@H:6]2[O:7][CH:8]([C:11]3[CH:16]=[CH:15][C:14]([O:17][CH3:18])=[CH:13][CH:12]=3)[O:9][CH2:10][C@@H:5]2[CH2:4][C@H:3]1[N:19]1[C:27](=[O:28])[C:26]2[C:21](=[CH:22][CH:23]=[CH:24][CH:25]=2)[C:20]1=[O:29].[CH:30]1[CH:35]=[CH:34][C:33]([O:36][C:37](Cl)=[S:38])=[CH:32][CH:31]=1>C(Cl)Cl.CN(C1C=CN=CC=1)C>[C:37](=[S:38])([O:36][C:33]1[CH:34]=[CH:35][CH:30]=[CH:31][CH:32]=1)[O:1][C@@H:2]1[C@@H:6]2[O:7][CH:8]([C:11]3[CH:16]=[CH:15][C:14]([O:17][CH3:18])=[CH:13][CH:12]=3)[O:9][CH2:10][C@@H:5]2[CH2:4][C@H:3]1[N:19]1[C:20](=[O:29])[C:21]2[C:26](=[CH:25][CH:24]=[CH:23][CH:22]=2)[C:27]1=[O:28].